From a dataset of the Open Reaction Database (ORD), a public repository of structured organic reaction records. describe an organic reaction: reactants, conditions, products, and yield Starting materials: [Na] (sodium), BrC(C(=O)OCCCC)=C (n-butyl 2-bromoacrylate), C(C=C)(=O)[O-] (acrylate), [Na] (Sodium), C1(O)=CC=C(O)C=C1 (hydroquinone), ClC1=NC=C(C=C1)C(F)(F)F (2-chloro-5-trifluoromethylpyridine). The solvent is C(CCC)O (n-butanol). Conditions: time 20 hour. Product: FC(C=1C=CC(=NC1)OC1=CC=C(OC(C(=O)OCCCC)C)C=C1)(F)F (n-butyl 2-[4-(5-trifluoromethylpyridin-2-yloxy)phenoxy]propionate). RXN SMILES: [Na].[C:2]1([CH:9]=[CH:8][C:6]([OH:7])=[CH:5][CH:4]=1)[OH:3].Br[C:11](=[CH2:19])[C:12]([O:14][CH2:15][CH2:16][CH2:17][CH3:18])=[O:13].C([O-])(=O)C=C.Cl[C:26]1[CH:31]=[CH:30][C:29]([C:32]([F:35])([F:34])[F:33])=[CH:28][N:27]=1>C(O)CCC>[F:33][C:32]([F:35])([F:34])[C:29]1[CH:30]=[CH:31][C:26]([O:3][C:2]2[CH:9]=[CH:8][C:6]([O:7][CH:11]([CH3:19])[C:12]([O:14][CH2:15][CH2:16][CH2:17][CH3:18])=[O:13])=[CH:5][CH:4]=2)=[N:27][CH:28]=1 |^1:0|. Procedure: Sodium (6.9 g, 0.3 mol) was added to n-butanol (200 ml) under nitrogen. When the sodium had reacted, the solution was cooled to room temperature and hydroquinone (16.5 g, 0.15 mol) was added. The temperature was raised to 45° and n-butyl 2-bromoacrylate (26 g, 0.125 mol) was added dropwise. When the acrylate had all been added, the mixture was stirred for 20 hours and then 2-chloro-5-trifluoromethylpyridine (27.2 g, 0.15 mol) was added. The resulting mixture was heated for 30 hours at 65°, allow... Reactants: O=C([O-])[O-], O=C([O-])C(=O)[O-], CCCCO, COc1ccc(OCCCCl)cc1OC, Fc1ccc(C(c2ccc(F)cc2)C2CCNCC2)cc1, [I-], [K+], [K+], [K+]. Product: O=C(O)C(=O)O, COc1ccc(OCCCN2CCC(C(c3ccc(F)cc3)c3ccc(F)cc3)CC2)cc1OC. RXN SMILES: [C:37](=[O:38])([O-:39])[O-:40].[C:45]([C:46](=[O:47])[O-:48])(=[O:49])[O-:50].[CH2:51]([OH:52])[CH2:53][CH2:54][CH3:55].[Cl:22][CH2:23][CH2:24][CH2:25][O:26][c:27]1[cH:28][c:29]([O:35][CH3:36])[c:30]([O:33][CH3:34])[cH:31][cH:32]1.[F:1][c:2]1[cH:3][cH:4][c:5]([CH:8]([CH:9]2[CH2:10][CH2:11][NH:12][CH2:13][CH2:14]2)[c:15]2[cH:16][cH:17][c:18]([F:21])[cH:19][cH:20]2)[cH:6][cH:7]1.[I-:44].[K+:41].[K+:42].[K+:43]>>[C:45]([C:46](=[O:47])[OH:48])(=[O:49])[OH:50].[F:1][c:2]1[cH:3][cH:4][c:5]([CH:8]([CH:9]2[CH2:10][CH2:11][N:12]([CH2:23][CH2:24][CH2:25][O:26][c:27]3[cH:28][c:29]([O:35][CH3:36])[c:30]([O:33][CH3:34])[cH:31][cH:32]3)[CH2:13][CH2:14]2)[c:15]2[cH:16][cH:17][c:18]([F:21])[cH:19][cH:20]2)[cH:6][cH:7]1. Reactants: FC1=C(C(=CC=C1OC)F)B(O)O (2,6-difluoro-3-methoxy-phenylboronic acid), C(C)(=O)O (acetic acid), OO (hydrogen peroxide). Run in O1CCCC1 (tetrahydrofuran). Run at time 120 hour. The product is FC1=C(C(=CC=C1OC)F)O (2,6-difluoro-3-methoxy-phenol). The yield is 88.0%. As a reaction SMILES: [F:1][C:2]1[C:7]([O:8][CH3:9])=[CH:6][CH:5]=[C:4]([F:10])[C:3]=1B(O)O.C(O)(=[O:16])C.OO>O1CCCC1>[F:1][C:2]1[C:7]([O:8][CH3:9])=[CH:6][CH:5]=[C:4]([F:10])[C:3]=1[OH:16]. Procedure details: To a solution of 2,6-difluoro-3-methoxy-phenylboronic acid (10.0 g, 0.053 mol) in tetrahydrofuran (160 mL) was added glacial acetic acid (60 mL). The resulting mixture was cooled to 0° C. before hydrogen peroxide (50% aqueous solution, 8 mL) was added. The resulting mixture was allowed to come to room temperature and stirred for 120 h. The mixture was evaporated and the residue was dissolved in ethyl acetate, washed with hydrochloric acid (0.5N), water and brine. The organic phase was dried, fil... Reactants: NC=1N=C(C2=C(N1)OC=C2CN(C2=CC=CC=C2)C2=CC=CC=C2)N (N-[(2,4-diaminofuro[2,3-d]pyrimidin-5-yl)methyl]-N,N-diphenylamine), NC=1N=C(C2=C(N1)OC=C2CCl)N (2,4-diamino-5-chloromethylfuro[2,3-d]pyrimidine), C1=CC=CC2=NC3=C(CC=C21)CCC=C3 (9,10-dihydrodibenz[b,f]azepine), [H-].[Na+] (sodium hydride). Yields the product NC=1N=C(C2=C(N1)OC=C2CC2CC=CC1=C2CC=C2C(=N1)C=CC=C2)N (9-[(2,4-Diaminofuro[2,3-d]pyrimidin-5-yl)methyl]-9,10-dihydrodibenz-[b,f]azepine). Reaction SMILES: [NH2:1][C:2]1[N:3]=[C:4]([NH2:25])[C:5]2[C:10]([CH2:11]N(C3C=CC=CC=3)C3C=CC=CC=3)=[CH:9][O:8][C:6]=2[N:7]=1.[CH:26]1[C:36]2[C:30](=[N:31][C:32]3[CH:40]=[CH:39][CH2:38][CH2:37][C:33]=3[CH2:34][CH:35]=2)[CH:29]=[CH:28][CH:27]=1.[H-].[Na+].NC1N=C(N)C2C(CCl)=COC=2N=1>>[NH2:1][C:2]1[N:3]=[C:4]([NH2:25])[C:5]2[C:10]([CH2:11][CH:37]3[C:33]4[CH2:34][CH:35]=[C:36]5[CH:26]=[CH:27][CH:28]=[CH:29][C:30]5=[N:31][C:32]=4[CH:40]=[CH:39][CH2:38]3)=[CH:9][O:8][C:6]=2[N:7]=1 |f:2.3|. Procedure details: 9-[(2,4-Diaminofuro[2,3-d]pyrimidin-5-yl)methyl]-9,10-dihydrodibenz-[b,f]azepine (Formula I: Ar=2,4-diaminofuro[2,3-d]pyrimidin-5-yl; W=CH2; X=N; Z=CH2CH2; m=n=0) is prepared similarly to N-[(2,4-diaminofuro[2,3-d]pyrimidin-5-yl)methyl]-N,N-diphenylamine as disclosed above by using 9,10-dihydrodibenz[b,f]azepine (158 mg, 0.8 mmol), sodium hydride (50 mg, 2.1 mmol), and 2,4-diamino-5-chloromethylfuro[2,3-d]pyrimidine (60 mg, 0.3 mmol). The product can be purified by chromatography.